Dataset: the Open Reaction Database (ORD), a public repository of structured organic reaction records. Task: describe an organic reaction: reactants, conditions, products, and yield Reactants: Cn1cc(Cl)nc(Cl)c1=O, N, C1COCCO1. The product is Cn1cc(Cl)nc(N)c1=O. RXN SMILES: [Cl:1][c:2]1[c:3](=[O:10])[n:4]([CH3:9])[cH:5][c:6]([Cl:8])[n:7]1.[NH3:11].[O:12]1[CH2:13][CH2:14][O:15][CH2:16][CH2:17]1>>[c:2]1([NH2:11])[c:3](=[O:10])[n:4]([CH3:9])[cH:5][c:6]([Cl:8])[n:7]1. Reactants: C([O-])([O-])=O.[K+].[K+] (potassium carbonate), Cl.COC(C(CCCC(C(F)(F)F)(F)F)N)=O (rac-methyl-2-amino-6,6,7,7,7-pentafluoroheptanoate hydrochloride), C(OCC1=CC=CC=C1)(=O)Cl (benzyl chlorocarbonate). The solvent is O (water), C1CCOC1 (THF). Run at time 8 hour. Product: COC(C(CCCC(C(F)(F)F)(F)F)NC(=O)OCC1=CC=CC=C1)=O (rac-Methyl-2-{[(benzyloxy)carbonyl]amino}-6,6,7,7,7-pentafluoroheptanoate). Reaction SMILES: Cl.[CH3:2][O:3][C:4](=[O:17])[CH:5]([NH2:16])[CH2:6][CH2:7][CH2:8][C:9]([F:15])([F:14])[C:10]([F:13])([F:12])[F:11].C(=O)([O-])[O-].[K+].[K+].[C:24](Cl)(=[O:33])[O:25][CH2:26][C:27]1[CH:32]=[CH:31][CH:30]=[CH:29][CH:28]=1>C1COCC1.O>[CH3:2][O:3][C:4](=[O:17])[CH:5]([NH:16][C:24]([O:25][CH2:26][C:27]1[CH:32]=[CH:31][CH:30]=[CH:29][CH:28]=1)=[O:33])[CH2:6][CH2:7][CH2:8][C:9]([F:14])([F:15])[C:10]([F:11])([F:12])[F:13] |f:0.1,2.3.4|. Procedure: Under argon, 16.9 g (59.2 mmol) of rac-methyl-2-amino-6,6,7,7,7-pentafluoroheptanoate hydrochloride (racemate) from Example 139A were initially charged in 775 ml of THF and 99 ml of water, and 25.37 g (183.6 mmol) of potassium carbonate were added carefully at RT. 11.0 ml (65.1 mmol) of benzyl chlorocarbonate were then added dropwise at 0° C., and the suspension was stirred at RT overnight. The reaction mixture was concentrated, water was added to the residue and the mixture was extracted twice ... Reactants: ClCC=1N=C(OC1C)C=1SC=CC1 (4-(chloromethyl)-5-methyl-2-(2-thienyl)oxazole), OC1=CC=C(CO\N=C(/CCCCCCC(=O)OCC)\C2=CC=CC=C2)C=C1 (ethyl E-8-(4-hydroxybenzyloxyimino)-8-phenyloctanoate), C([O-])([O-])=O.[K+].[K+] (potassium carbonate), CN(C=O)C (N,N-dimethylformamide). The solvent is C(C)(=O)OCC.CCCCCC (ethyl acetate hexane), O (Water). Reaction conditions: time 18 hour. Yields the product CC1=C(N=C(O1)C=1SC=CC1)COC1=CC=C(CO\N=C(/CCCCCCC(=O)OCC)\C2=CC=CC=C2)C=C1 (ethyl E-8-[4-[5-methyl-2-(2-thienyl)-4-oxazolylmethoxy]benzyloxyimino]-8-phenyloctanoate). Isolated yield 86.9%. RXN SMILES: Cl[CH2:2][C:3]1[N:4]=[C:5]([C:9]2[S:10][CH:11]=[CH:12][CH:13]=2)[O:6][C:7]=1[CH3:8].[OH:14][C:15]1[CH:41]=[CH:40][C:18]([CH2:19][O:20]/[N:21]=[C:22](/[C:34]2[CH:39]=[CH:38][CH:37]=[CH:36][CH:35]=2)\[CH2:23][CH2:24][CH2:25][CH2:26][CH2:27][CH2:28][C:29]([O:31][CH2:32][CH3:33])=[O:30])=[CH:17][CH:16]=1.C(=O)([O-])[O-].[K+].[K+].CN(C)C=O>C(OCC)(=O)C.CCCCCC.O>[CH3:8][C:7]1[O:6][C:5]([C:9]2[S:10][CH:11]=[CH:12][CH:13]=2)=[N:4][C:3]=1[CH2:2][O:14][C:15]1[CH:16]=[CH:17][C:18]([CH2:19][O:20]/[N:21]=[C:22](/[C:34]2[CH:35]=[CH:36][CH:37]=[CH:38][CH:39]=2)\[CH2:23][CH2:24][CH2:25][CH2:26][CH2:27][CH2:28][C:29]([O:31][CH2:32][CH3:33])=[O:30])=[CH:40][CH:41]=1 |f:2.3.4,6.7|. Procedure details: A mixture of 4-(chloromethyl)-5-methyl-2-(2-thienyl)oxazole (368 mg), ethyl E-8-(4-hydroxybenzyloxyimino)-8-phenyloctanoate (600 mg), potassium carbonate (432 mg) and N,N-dimethylformamide (7 ml) was stirred at room temperature for 18 hours. Water was added to the reaction mixture and extracted with ethyl acetate. The ethyl acetate layer was washed with an aqueous saturated solution of sodium chloride, dried (MgSO4) and concentrated. The residue was subjected to silica gel chromatography to obta... Procedure: To a solution of methyl 5-(difluoromethoxy)picolinate (0.750 g, 3.69 mmol) in 1,4-dioxane (18.46 ml) was added sodium hydroxide, 1N aqueous solution (7.4 ml, 7.4 mmol) and the reaction mixture was stirred at RT for overnight. Then hydrogen chloride, 4.0M solution in 1,4-dioxane (1.8 ml, 7.38 mmol) was added and stirred for 1 h. The reaction mixture was concentrated and was diluted with water and extracted with EtOAc. The organic extract was dried over MgSO4, filtered and concentrated to give 5-(... Reaction SMILES: [F:1][CH:2]([F:14])[O:3][C:4]1[CH:5]=[CH:6][C:7]([C:10]([O:12]C)=[O:11])=[N:8][CH:9]=1.[OH-].[Na+].Cl>O1CCOCC1>[F:14][CH:2]([F:1])[O:3][C:4]1[CH:5]=[CH:6][C:7]([C:10]([OH:12])=[O:11])=[N:8][CH:9]=1 |f:1.2|. Yields the product FC(OC=1C=CC(=NC1)C(=O)O)F (5-(difluoromethoxy)picolinic acid). Yield: 86.2%. Reaction conditions: time 8 hour. Solvent: O1CCOCC1 (1,4-dioxane), O1CCOCC1 (1,4-dioxane). Starting materials: FC(OC=1C=CC(=NC1)C(=O)OC)F (methyl 5-(difluoromethoxy)picolinate), [OH-].[Na+] (sodium hydroxide), aqueous solution, Cl (hydrogen chloride), solution. Starting materials: C(C)(C)(C)OC(=O)N1CC2=CC=C(C=C2CC1)NC(=O)C=1C(=CC=CC1)C1=CC=C(C=C1)C(F)(F)F (6-[(4'-trifiuoromethyl-biphenyl-2-carbonyl)-amino]-3,4-dihydro-1H-isoquinoline-2-carboxylic acid tert-butyl ester), C(=O)(C(F)(F)F)O (TFA). The solvent is C(Cl)Cl (methylene chloride), C(Cl)Cl (methylene chloride). The product is C1NCCC2=CC(=CC=C12)NC(=O)C=1C(=CC=CC1)C1=CC=C(C=C1)C(F)(F)F (4'-Trifluoromethyl-biphenyl-2-carboxylic acid (1,2,3,4tetrahydroisoquinolin-6-yl)-amide). Isolated yield 97.8%. Reaction SMILES: C(OC([N:8]1[CH2:17][CH2:16][C:15]2[C:10](=[CH:11][CH:12]=[C:13]([NH:18][C:19]([C:21]3[C:22]([C:27]4[CH:32]=[CH:31][C:30]([C:33]([F:36])([F:35])[F:34])=[CH:29][CH:28]=4)=[CH:23][CH:24]=[CH:25][CH:26]=3)=[O:20])[CH:14]=2)[CH2:9]1)=O)(C)(C)C.C(O)(C(F)(F)F)=O>C(Cl)Cl>[CH2:9]1[C:10]2[C:15](=[CH:14][C:13]([NH:18][C:19]([C:21]3[C:22]([C:27]4[CH:32]=[CH:31][C:30]([C:33]([F:34])([F:35])[F:36])=[CH:29][CH:28]=4)=[CH:23][CH:24]=[CH:25][CH:26]=3)=[O:20])=[CH:12][CH:11]=2)[CH2:16][CH2:17][NH:8]1. Procedure: 4 g (8 mmol) of 6-[(4'-trifiuoromethyl-biphenyl-2-carbonyl)-amino]-3,4-dihydro-1H-isoquinoline-2-carboxylic acid tert-butyl ester and 6 ml (78 mmol) of TFA were mixed in 60 ml of methylene chloride for 5 hrs. 40 ml of methylene chloride was added and organic was extracted with 3×50 ml of saturated sodium bicarbonate and brine. Organic layer was dried over sodium sulfate and concentrated to yield 3.1 gm of solid. The reactants are C1(=CC=CC=C1)C1=NC2=CC=CC=C2N=C1 (2-phenylquinoxaline), RuCl[(R)-daipena][(R)-segphos], KO(t-Bu). Solvent: C1(=CC=CC=C1)C (toluene). Reaction conditions: temperature 40 celsius, time 16 hour. The product is C1(=CC=CC=C1)[C@H]1NC2=CC=CC=C2NC1 ((R)-1,2,3,4-tetrahydro-2-phenylquinoxaline). Isolated yield 98.9%. RXN SMILES: [C:1]1([C:7]2[CH:16]=[N:15][C:14]3[C:9](=[CH:10][CH:11]=[CH:12][CH:13]=3)[N:8]=2)[CH:6]=[CH:5][CH:4]=[CH:3][CH:2]=1>C1(C)C=CC=CC=1>[C:1]1([C@@H:7]2[CH2:16][NH:15][C:14]3[C:9](=[CH:10][CH:11]=[CH:12][CH:13]=3)[NH:8]2)[CH:2]=[CH:3][CH:4]=[CH:5][CH:6]=1. Reported procedure: To an argon-purged pressure-resistant glass vessel (100 mL) equipped with a magnetic stir bar, RuCl[(R)-daipena][(R)-segphos] (2.0 mg, 1.9 μmol) and KO(t-Bu) (10.3 mg, 0.0918 mmol) were added, and the vessel was purged with argon again. To this vessel, a toluene (0.38 mL) solution containing 2-phenylquinoxaline (39.0 mg, 0.189 mmol) and being degassed by the freeze-pump-thaw technique in advance was added by pressure transfer using a cannula. An operation in which hydrogen was introduced into th...